Dataset: the Open Reaction Database (ORD), a public repository of structured organic reaction records. Task: describe an organic reaction: reactants, conditions, products, and yield Reaction SMILES: [OH-].[Li+].[Si]([O:10][Si](C(C)(C)C)(C)C)(C(C)(C)C)(C)C.C(N)C(C)C.N(O)=[N+]=[N-].O1CCCCC1[O:33][C:34]1[CH:35]=[C:36]([S:40](Cl)(=[O:42])=[O:41])[CH:37]=[CH:38][CH:39]=1.C1C=C(S(O)(=O)=O)C=C(N)C=1>CC(O)C.O>[OH:33][C:34]1[CH:35]=[C:36]([S:40]([OH:41])(=[O:42])=[O:10])[CH:37]=[CH:38][CH:39]=1 |f:0.1|. The product is OC=1C=C(C=CC1)S(=O)(=O)O (3-hydroxybenzene sulfonic acid). Procedure: The synthesis of HIV protease inhibitor UIC-98-056 with hydroxyethylene and hydroxyethylamine isosteres is outlined in FIG. 3. The known lactone 1 was converted to acid 2 by lithium hydroxide mediated hydrolysis followed by protection of the alcohol functionality as tert-butyldimethylsilyl ether (Ghosh et al., 1998, Synthesis, 937 (Review); Ghosh et al., 1991, J. Org. Chem. 56:6500; Evens et al., 1985). The previously described (Ghosh et al., 1992, J. Chem. Soc., Chem. Co., 273; Ghosh et al., 19... Starting materials: C(C(C)C)N (isobutylamine), hydroxyethylene and hydroxyethylamine, [OH-].[Li+] (lithium hydroxide), alcohol, N(=[N+]=[N-])O (azidoalcohol), O1C(CCCC1)OC=1C=C(C=CC1)S(=O)(=O)Cl (m-tetrahydropyranyloxybenzenesulfonyl chloride), C1=CC(=CC(=C1)S(=O)(=O)O)N (Metanilic acid), azido epoxide, lactone, acid 2, [Si](C)(C)(C(C)(C)C)O[Si](C)(C)C(C)(C)C (tert-butyldimethylsilyl ether). The solvent is CC(C)O (2-propanol), O (water). Reactants: C(C)(C)(C)[Li] (tert-butyl lithium), C1CCOC1 (THF), BrC1=CC2=C(CC2)C=C1 (4-bromobenzocyclobutane), CC(=O)C.C(=O)=O (acetone dry ice), C(C)(C)(C)[Li] (tert-Butyllithium). Reaction conditions: temperature -20 celsius. Product: BrCCCCC1=CC=2CCC2C=C1 (3-(4-bromobutyl)bicyclo[4.2.0]octa-1(6),2,4-triene). Reaction SMILES: [CH2:1]1[CH2:5]O[CH2:3][CH2:2]1.[Br:6][C:7]1C=CC2CC[C:9]=2[CH:8]=1.[C:15]([Li])([CH3:18])([CH3:17])[CH3:16].[CH3:20]C(C)=O.C(=O)=O>>[Br:6][CH2:7][CH2:8][CH2:9][CH2:16][C:15]1[CH:18]=[CH:5][C:1]2[CH2:20][CH2:3][C:2]=2[CH:17]=1 |f:3.4|. Reported procedure: To an oven-dried three-neck round-bottom flask equipped with an additional funnel and thermometer under nitrogen, were added 500 mL anhydrous THF and 25.0 g 4-bromobenzocyclobutane. The reaction mixture was then cooled down to −73° C. in acetone/dry ice bath. 161 mL tert-Butyllithium (2M) was added drop by drop to the reaction through the addition, while keeping the reaction temperature below −65° C. After addition of tert-butyl lithium, the dry ice/acetone bath was removed and the reaction was ... The reactants are crude mixture, C(C)OC(=O)N1CCC(CC1)C1=CN(C2=CC=CC=C12)CCC1=CSC=C1 (4-[1-(2-thiophen-3-yl-ethyl)-1H-indol-3-yl]-piperidine-1-carboxylic acid ethyl ester), [OH-].[K+] (potassium hydroxide). Solvent: C(C)(C)O (iso-propanol), C(C)(C)O (iso-propanol). Product: N1CCC(CC1)C1=CN(C2=CC=CC=C12)CCC1=CSC=C1 (3-piperidin-4-yl-1-(2-thiophen-3-yl-ethyl)-1H-indole). RXN SMILES: C(OC([N:6]1[CH2:11][CH2:10][CH:9]([C:12]2[C:20]3[C:15](=[CH:16][CH:17]=[CH:18][CH:19]=3)[N:14]([CH2:21][CH2:22][C:23]3[CH:27]=[CH:26][S:25][CH:24]=3)[CH:13]=2)[CH2:8][CH2:7]1)=O)C.[OH-].[K+]>C(O)(C)C>[NH:6]1[CH2:11][CH2:10][CH:9]([C:12]2[C:20]3[C:15](=[CH:16][CH:17]=[CH:18][CH:19]=3)[N:14]([CH2:21][CH2:22][C:23]3[CH:27]=[CH:26][S:25][CH:24]=3)[CH:13]=2)[CH2:8][CH2:7]1 |f:1.2|. Procedure details: To a solution of 12.7 g (0.033 mol) of 4-[1-(2-thiophen-3-yl-ethyl)-1H-indol-3-yl]-piperidine-1-carboxylic acid ethyl ester in 10 mL of iso-propanol, a solution of 22 g of potassium hydroxide in 220 mL of iso-propanol was added. The crude mixture was refluxed for 16 hours. After cooling at room temperature, the solvent was removed at reduced pressure and the crude mixture was extracted between toluene and water. The organic layer was dried with sodium sulfate and after filtration, the solvent wa... Starting materials: [N+](=O)([O-])C1=CC=C(C=C1)OCCCl (4-nitro-(2-chloroethoxy)benzene), CN (methylamine). Solvent: C(C)(C)O (isopropyl alcohol), [Cl-].[Na+].O (brine). The product is [N+](=O)([O-])C1=CC=C(C=C1)OCCNC (4-nitro-(2-methylaminoethoxy)benzene). Reaction SMILES: [N+:1]([C:4]1[CH:9]=[CH:8][C:7]([O:10][CH2:11][CH2:12]Cl)=[CH:6][CH:5]=1)([O-:3])=[O:2].[CH3:14][NH2:15]>C(O)(C)C.[Cl-].[Na+].O>[N+:1]([C:4]1[CH:9]=[CH:8][C:7]([O:10][CH2:11][CH2:12][NH:15][CH3:14])=[CH:6][CH:5]=1)([O-:3])=[O:2] |f:3.4.5|. Procedure: A mixture of 4-nitro-(2-chloroethoxy)benzene (781 mg, 3.9 mmol) and aqueous methylamine (15 mL, 40 wt. %) in isopropyl alcohol (15 mL) is heated in a sealed tube at 100° for 4 hours. After cooling in an ice water bath, the mixtured is poured into brine and extracted 2× with dichloromethane, dried over sodium sulfate, filtered, and concentrated in vacuo to give 4-nitro-(2-methylaminoethoxy)benzene (697 mg). The reactants are CCO, Nc1nc2c(Cc3ccccc3Cl)c[nH]c2c(=O)[nH]1, NN, O. Yields the product Nc1nc2c(Cc3ccccc3)c[nH]c2c(=O)[nH]1. Reaction SMILES: [CH3:23][CH2:24][OH:25].[NH2:1][c:2]1[nH:3][c:4](=[O:19])[c:5]2[c:6]([n:7]1)[c:8]([CH2:11][c:12]1[c:13]([Cl:18])[cH:14][cH:15][cH:16][cH:17]1)[cH:9][nH:10]2.[NH2:21][NH2:22].[OH2:20]>>[NH2:1][c:2]1[nH:3][c:4](=[O:19])[c:5]2[c:6]([n:7]1)[c:8]([CH2:11][c:12]1[cH:13][cH:14][cH:15][cH:16][cH:17]1)[cH:9][nH:10]2. Reactants: LiBHEt3, solution, NC1=C(C=NC=2N1N=C(C2)C(C)(C)C)C(=O)OCC (ethyl 7-amino-2-tert-butylpyrazolo[1,5-a]pyrimidine-6-carboxylate), LiBHEt3, solution. Run in C1CCOC1 (THF), O1CCCC1 (tetrahydrofuran), C1CCOC1 (THF). Conditions: temperature 25 celsius, time 4 hour. The product is NC1=C(C=NC=2N1N=C(C2)C(C)(C)C)CO ((7-Amino-2-tert-butylpyrazolo[1,5-a]pyrimidin-6-yl)methanol). RXN SMILES: [NH2:1][C:2]1[N:7]2[N:8]=[C:9]([C:11]([CH3:14])([CH3:13])[CH3:12])[CH:10]=[C:6]2[N:5]=[CH:4][C:3]=1[C:15](OCC)=[O:16]>O1CCCC1>[NH2:1][C:2]1[N:7]2[N:8]=[C:9]([C:11]([CH3:12])([CH3:14])[CH3:13])[CH:10]=[C:6]2[N:5]=[CH:4][C:3]=1[CH2:15][OH:16]. Reported procedure: A solution of ethyl 7-amino-2-tert-butylpyrazolo[1,5-a]pyrimidine-6-carboxylate (740 mg, 2.82 mmol, 1.00 equiv) in tetrahydrofuran (12 mL) was added dropwise LiBHEt3 (8.5 mL of a 1 M solution in THF, 3.0 eq.) at 0° C. under nitrogen. After addition, the resulting solution was stirred for 4 h at 25° C. Additional LiBHEt3 (0.85 mL of a 1 M solution in THF, 0.85 mmol, 0.3 eq.) was added and the mixture was stirred for another 1 h. After a total of 3 h, the reaction was then quenched with water and ... Starting materials: C1CCOC1, ClCCl, Cl, COC(=O)C1CCN(C(=O)OC)C(C(F)F)C1, [Li+], [OH-], O. Product: COC(=O)N1CCC(C(=O)O)CC1C(F)F. Reaction SMILES: [CH2:24]1[O:25][CH2:26][CH2:27][CH2:28]1.[Cl:21][CH2:22][Cl:23].[ClH:20].[F:1][CH:2]([CH:3]1[N:4]([C:13](=[O:14])[O:15][CH3:16])[CH2:5][CH2:6][CH:7]([C:9](=[O:10])[O:11][CH3:12])[CH2:8]1)[F:17].[Li+:18].[OH-:19].[OH2:29]>>[F:1][CH:2]([CH:3]1[N:4]([C:13](=[O:14])[O:15][CH3:16])[CH2:5][CH2:6][CH:7]([C:9](=[O:10])[OH:11])[CH2:8]1)[F:17]. Reactants: COC(=O)c1ccc(N2C(=O)OCC2Cc2ccccc2)cc1, Cc1ccc(N2CCNCC2)c(C)c1. Product: Cc1ccc(N2CCN(C(=O)c3ccc(N4C(=O)OCC4Cc4ccccc4)cc3)CC2)c(C)c1. Reaction SMILES: [CH2:1]([c:2]1[cH:3][cH:4][cH:5][cH:6][cH:7]1)[CH:8]1[N:9]([c:14]2[cH:15][cH:16][c:17]([C:18](=[O:19])[O:20][CH3:21])[cH:22][cH:23]2)[C:10](=[O:13])[O:11][CH2:12]1.[CH3:24][c:25]1[c:26]([N:32]2[CH2:33][CH2:34][NH:35][CH2:36][CH2:37]2)[cH:27][cH:28][c:29]([CH3:31])[cH:30]1>>[CH2:1]([c:2]1[cH:3][cH:4][cH:5][cH:6][cH:7]1)[CH:8]1[N:9]([c:14]2[cH:15][cH:16][c:17]([C:18](=[O:19])[N:35]3[CH2:34][CH2:33][N:32]([c:26]4[c:25]([CH3:24])[cH:30][c:29]([CH3:31])[cH:28][cH:27]4)[CH2:37][CH2:36]3)[cH:22][cH:23]2)[C:10](=[O:13])[O:11][CH2:12]1.